This data is from the Open Reaction Database (ORD), a public repository of structured organic reaction records. The task is: describe an organic reaction: reactants, conditions, products, and yield The product is CC(=O)OC1CCC2CC(c3ccc(OC4CCCCO4)cc3)C(c3ccc(OCCCCCSCCCC(F)(F)C(F)(F)F)cc3)CC21C. RXN SMILES: [C:55](=[O:56])([OH:57])[O-:58].[CH3:48][C:49](=[O:50])[O:51][C:52](=[O:53])[CH3:54].[CH3:66][N:67]([CH3:68])[c:69]1[cH:70][cH:71][n:72][cH:73][cH:74]1.[Na+:59].[OH:1][CH:2]1[CH2:3][CH2:4][CH:5]2[CH2:6][CH:7]([c:35]3[cH:36][cH:37][c:38]([O:41][CH:42]4[O:43][CH2:44][CH2:45][CH2:46][CH2:47]4)[cH:39][cH:40]3)[CH:8]([c:12]3[cH:13][cH:14][c:15]([O:18][CH2:19][CH2:20][CH2:21][CH2:22][CH2:23][S:24][CH2:25][CH2:26][CH2:27][C:28]([C:29]([F:30])([F:31])[F:32])([F:33])[F:34])[cH:16][cH:17]3)[CH2:9][C:10]12[CH3:11].[cH:60]1[cH:61][cH:62][n:63][cH:64][cH:65]1>>[O:1]([CH:2]1[CH2:3][CH2:4][CH:5]2[CH2:6][CH:7]([c:35]3[cH:36][cH:37][c:38]([O:41][CH:42]4[O:43][CH2:44][CH2:45][CH2:46][CH2:47]4)[cH:39][cH:40]3)[CH:8]([c:12]3[cH:13][cH:14][c:15]([O:18][CH2:19][CH2:20][CH2:21][CH2:22][CH2:23][S:24][CH2:25][CH2:26][CH2:27][C:28]([C:29]([F:30])([F:31])[F:32])([F:33])[F:34])[cH:16][cH:17]3)[CH2:9][C:10]12[CH3:11])[C:49]([CH3:48])=[O:50]. The reactants are O=C([O-])O, CC(=O)OC(C)=O, CN(C)c1ccncc1, [Na+], CC12CC(c3ccc(OCCCCCSCCCC(F)(F)C(F)(F)F)cc3)C(c3ccc(OC4CCCCO4)cc3)CC1CCC2O, c1ccncc1. Starting materials: Cl.C(C1=CC=CC=C1)NC(=N)NC(=N)N (benzylbiguanide hydrochloride), C[O-].[Na+] (sodium methoxide), ice water, FC(C(=O)OC)(F)F (methyl trifluoroacetate). The solvent is CO (methanol). Product: NC1=NC(=NC(=N1)NCC1=CC=CC=C1)C(F)(F)F (2-Amino-4-benzylamino-6-(trifluoromethyl)-s-triazine). Reaction SMILES: Cl.[CH2:2]([NH:9][C:10]([NH:12][C:13]([NH2:15])=[NH:14])=[NH:11])[C:3]1[CH:8]=[CH:7][CH:6]=[CH:5][CH:4]=1.C[O-].[Na+].[F:19][C:20]([F:26])([F:25])[C:21](OC)=O>CO>[NH2:14][C:13]1[N:12]=[C:10]([NH:9][CH2:2][C:3]2[CH:4]=[CH:5][CH:6]=[CH:7][CH:8]=2)[N:11]=[C:21]([C:20]([F:26])([F:25])[F:19])[N:15]=1 |f:0.1,2.3|. Procedure: To benzylbiguanide hydrochloride (11.3 g., 0.05 mole) in methanol (270 ml.) is added powdered sodium methoxide (5.4 g., 0.1 mole) followed by methyl trifluoroacetate (6.4 g., 0.05 mole) dropwise with stirring. The solution is stirred at room temperature for 64 hours, then poured into ice-water (500 ml.) and a white solid precipitated and is filtered off, m.p. 183°-185°C. Crystallization from acetonitrile affords colorless cubic crystals, m.p. 184°-185°C. Yield 8 g. (60%) Reactants: [BH4-], CCOc1ccc2ccccc2c1Cc1c(CC)nn(-c2c(C)cc(C=O)cc2C)c1CC, CO, [Na+]. Reaction SMILES: [BH4-:1].[CH2:3]([CH3:4])[O:5][c:6]1[c:7]([CH2:16][c:17]2[c:18]([CH2:34][CH3:35])[n:19][n:20](-[c:24]3[c:25]([CH3:33])[cH:26][c:27]([CH:28]=[O:29])[cH:30][c:31]3[CH3:32])[c:21]2[CH2:22][CH3:23])[c:8]2[cH:9][cH:10][cH:11][cH:12][c:13]2[cH:14][cH:15]1.[CH3:36][OH:37].[Na+:2]>>[CH2:3]([CH3:4])[O:5][c:6]1[c:7]([CH2:16][c:17]2[c:18]([CH2:34][CH3:35])[n:19][n:20](-[c:24]3[c:25]([CH3:33])[cH:26][c:27]([CH2:28][OH:29])[cH:30][c:31]3[CH3:32])[c:21]2[CH2:22][CH3:23])[c:8]2[cH:9][cH:10][cH:11][cH:12][c:13]2[cH:14][cH:15]1. Product: CCOc1ccc2ccccc2c1Cc1c(CC)nn(-c2c(C)cc(CO)cc2C)c1CC. Reactants: Brc1ccc2nccc(OCC3CCCCC3)c2c1, [Li]CCCC, C1CCOC1, CN(C)C=O, [Cl-], [NH4+]. Product: O=Cc1ccc2nccc(OCC3CCCCC3)c2c1. RXN SMILES: [Br:1][c:2]1[cH:3][c:4]2[c:5]([O:12][CH2:13][CH:14]3[CH2:15][CH2:16][CH2:17][CH2:18][CH2:19]3)[cH:6][cH:7][n:8][c:9]2[cH:10][cH:11]1.[CH2:20]([Li:21])[CH2:22][CH2:23][CH3:24].[CH2:30]1[O:31][CH2:32][CH2:33][CH2:34]1.[CH3:25][N:26]([CH:27]=[O:28])[CH3:29].[Cl-:35].[NH4+:36]>>[c:2]1([CH:27]=[O:28])[cH:3][c:4]2[c:5]([O:12][CH2:13][CH:14]3[CH2:15][CH2:16][CH2:17][CH2:18][CH2:19]3)[cH:6][cH:7][n:8][c:9]2[cH:10][cH:11]1. Starting materials: COC1=C(C=C(C=C1C)C=1NC2=CC=CC=C2C1C)C (2-(4-methoxy-3,5-dimethylphenyl)-3-methylindole), [Cl-].[NH+]1=CC=CC=C1 (pyridinium chloride). Run in O (water). The product is OC1=C(C=C(C=C1C)C=1NC2=CC=CC=C2C1C)C (2-(4-hydroxy-3,5-dimethylphenyl)-3-methylindole). The yield is 63.8%. RXN SMILES: C[O:2][C:3]1[C:8]([CH3:9])=[CH:7][C:6]([C:10]2[NH:11][C:12]3[C:17]([C:18]=2[CH3:19])=[CH:16][CH:15]=[CH:14][CH:13]=3)=[CH:5][C:4]=1[CH3:20].[Cl-].[NH+]1C=CC=CC=1>O>[OH:2][C:3]1[C:4]([CH3:20])=[CH:5][C:6]([C:10]2[NH:11][C:12]3[C:17]([C:18]=2[CH3:19])=[CH:16][CH:15]=[CH:14][CH:13]=3)=[CH:7][C:8]=1[CH3:9] |f:1.2|. Reported procedure: 4.3 g of 2-(4-methoxy-3,5-dimethylphenyl)-3-methylindole and 13 g of pyridinium chloride were reacted at 200° C. for 1.5 hours. The reaction mixture was cooled, poured into water, extracted with ethyl acetate, washed with water, and dried. The solvent was evaporated, and the residue was recrystallized from benzene-hexane to give 2.6 g of 2-(4-hydroxy-3,5-dimethylphenyl)-3-methylindole. Starting materials: O=C(NCCc1ccccc1)c1ccc(B(O)O)cc1, COCCOC, CN1CCN(C2CCC(n3nc(I)c4c(N)ncnc43)CC2)CC1, [Na+], [Na+], O=C([O-])[O-], O. The product is CN1CCN(C2CCC(n3nc(-c4ccc(C(=O)NCCc5ccccc5)cc4)c4c(N)ncnc43)CC2)CC1. RXN SMILES: [CH2:25]([CH2:26][c:27]1[cH:28][cH:29][cH:30][cH:31][cH:32]1)[NH:33][C:34](=[O:35])[c:36]1[cH:37][cH:38][c:39]([B:42]([OH:43])[OH:44])[cH:40][cH:41]1.[CH3:51][O:52][CH2:53][CH2:54][O:55][CH3:56].[I:1][c:2]1[n:3][n:4]([CH:12]2[CH2:13][CH2:14][CH:15]([N:18]3[CH2:19][CH2:20][N:21]([CH3:24])[CH2:22][CH2:23]3)[CH2:16][CH2:17]2)[c:5]2[n:6][cH:7][n:8][c:9]([NH2:11])[c:10]12.[Na+:45].[Na+:46].[O-:47][C:48](=[O:49])[O-:50].[OH2:57]>>[c:2]1(-[c:39]2[cH:38][cH:37][c:36]([C:34]([NH:33][CH2:25][CH2:26][c:27]3[cH:28][cH:29][cH:30][cH:31][cH:32]3)=[O:35])[cH:41][cH:40]2)[n:3][n:4]([CH:12]2[CH2:13][CH2:14][CH:15]([N:18]3[CH2:19][CH2:20][N:21]([CH3:24])[CH2:22][CH2:23]3)[CH2:16][CH2:17]2)[c:5]2[n:6][cH:7][n:8][c:9]([NH2:11])[c:10]12.